Dataset: the Open Reaction Database (ORD), a public repository of structured organic reaction records. Task: describe an organic reaction: reactants, conditions, products, and yield Starting materials: C=1C=CC2=C(C1)N=NN2O (HOBt), ClC1=C(C(=O)O)C=CC=N1 (2-chloronicotinic acid), C(C)(C)C1=CC=C(N)C=C1 (4-isopropylaniline), CCN(C(C)C)C(C)C (DIEA). Conditions: time 8 hour. Procedure details: To a mixture of 2-chloronicotinic acid (6.3 g) and 4-isopropylaniline (5.26 ml) and DIEA (10 ml) in CH2Cl2 (200 ml) was added EDC (10 g) and HOBt (5.4 g). The reaction was stirred at RT overnight and washed with 2 N NaOH (100 ml), H2O (250 ml) and brine (100 ml). The organic layer was dried over Na2SO4 and evaporated to give (2-chloro-3-pyridyl)-N-(4-isopropylphenyl)-carboxamide. Solvent: C(CCl)Cl (EDC), C(Cl)Cl (CH2Cl2). Product: ClC1=NC=CC=C1C(=O)NC1=CC=C(C=C1)C(C)C ((2-chloro-3-pyridyl)-N-(4-isopropylphenyl)-carboxamide). RXN SMILES: [Cl:1][C:2]1[N:10]=[CH:9][CH:8]=[CH:7][C:3]=1[C:4]([OH:6])=O.[CH:11]([C:14]1[CH:20]=[CH:19][C:17]([NH2:18])=[CH:16][CH:15]=1)([CH3:13])[CH3:12].CCN(C(C)C)C(C)C.C1C=CC2N(O)N=NC=2C=1>C(Cl)Cl.C(Cl)CCl>[Cl:1][C:2]1[C:3]([C:4]([NH:18][C:17]2[CH:19]=[CH:20][C:14]([CH:11]([CH3:13])[CH3:12])=[CH:15][CH:16]=2)=[O:6])=[CH:7][CH:8]=[CH:9][N:10]=1. Reactants: CC(C)(C)[O-], [Cl-], [K+], CCOC(=O)COc1cccc2nc3c(c(N)c12)CCCC3, [NH4+], C1CCOC1. Product: O=C1COc2cccc3nc4c(c(c23)N1)CCCC4. RXN SMILES: [CH3:23][C:24]([CH3:25])([O-:26])[CH3:27].[Cl-:29].[K+:28].[NH2:1][c:2]1[c:3]2[c:4]([O:16][CH2:17][C:18]([O:20][CH2:19][CH3:21])=[O:22])[cH:5][cH:6][cH:7][c:8]2[n:9][c:10]2[c:15]1[CH2:14][CH2:13][CH2:12][CH2:11]2.[NH4+:30].[O:31]1[CH2:32][CH2:33][CH2:34][CH2:35]1>>[NH:1]1[c:2]2[c:3]3[c:4]([cH:5][cH:6][cH:7][c:8]3[n:9][c:10]3[c:15]2[CH2:14][CH2:13][CH2:12][CH2:11]3)[O:16][CH2:17][C:18]1=[O:20].